This data is from the Open Reaction Database (ORD), a public repository of structured organic reaction records. The task is: describe an organic reaction: reactants, conditions, products, and yield Product: [N+](=O)([O-])C=1C=C(C=C(C1)[N+](=O)[O-])C1CC=2NC=3C=CC(=CC3C2C2C1C(NC2=O)=O)OC (4-(3,5-Dinitrophenyl)-9-methoxy-4,5,6,10c-tetrahydropyrrolo[3,4-c]carbazole-1,3(2H,3aH)-dione). Procedure details: The reaction of 5-Methoxy-2-[2-(3,5-dinitrophenyl)ethenyl]-1H-indole (II; Ar=3,5-dinitrophenyl) (40) prepared as described in example 46 with maleimide using the procedure described in example 69 gave 4-(3,5-Dinitrophenyl)-9-methoxy-4,5,6,10c-tetrahydropyrrolo[3,4-c]carbazole-1,3(2H,3aH)-dione (IV; Ar=3,5-dinitrophenyl, R10═H) (41) in a 89% yield as a glassy solid which was used without further purification. Starting materials: COC=1C=C2C=C(NC2=CC1)C=CC1=CC(=CC(=C1)[N+](=O)[O-])[N+](=O)[O-] (5-Methoxy-2-[2-(3,5-dinitrophenyl)ethenyl]-1H-indole), C1(C=CC(N1)=O)=O (maleimide). RXN SMILES: [CH3:1][O:2][C:3]1[CH:4]=[C:5]2[C:9](=[CH:10][CH:11]=1)[NH:8][C:7]([CH:12]=[CH:13][C:14]1[CH:19]=[C:18]([N+:20]([O-:22])=[O:21])[CH:17]=[C:16]([N+:23]([O-:25])=[O:24])[CH:15]=1)=[CH:6]2.[C:26]1(=[O:32])[NH:30][C:29](=[O:31])[CH:28]=[CH:27]1>>[N+:20]([C:18]1[CH:19]=[C:14]([CH:13]2[CH:28]3[C:29](=[O:31])[NH:30][C:26](=[O:32])[CH:27]3[C:6]3[C:5]4[CH:4]=[C:3]([O:2][CH3:1])[CH:11]=[CH:10][C:9]=4[NH:8][C:7]=3[CH2:12]2)[CH:15]=[C:16]([N+:23]([O-:25])=[O:24])[CH:17]=1)([O-:22])=[O:21]. The yield is 89.0%. Starting materials: COC=1C=CC2=C(C(OC2=O)CC(=O)OCCCC)C1 (butyl (6-methoxy-3-oxo-1,3-dihydro-2-benzofuran-1-yl)acetate). The solvent is Cl.O (HCl H2O), O (water). Conditions: temperature 80 celsius. Yields the product COC=1C=CC2=C(C(OC2=O)CC(=O)O)C1 ((6-methoxy-3-oxo-1,3-dihydro-2-benzofuran-1-yl)acetic acid). The yield is 74.9%. As a reaction SMILES: [CH3:1][O:2][C:3]1[CH:4]=[CH:5][C:6]2[C:10](=[O:11])[O:9][CH:8]([CH2:12][C:13]([O:15]CCCC)=[O:14])[C:7]=2[CH:20]=1>Cl.O.O>[CH3:1][O:2][C:3]1[CH:4]=[CH:5][C:6]2[C:10](=[O:11])[O:9][CH:8]([CH2:12][C:13]([OH:15])=[O:14])[C:7]=2[CH:20]=1 |f:1.2|. Procedure details: A mixture of butyl (6-methoxy-3-oxo-1,3-dihydro-2-benzofuran-1-yl)acetate (251 mg, 0.902 mmol) in 6M HCl/H2O (10.0 ml) was heated at 80° C. for 2.5 hours. The mixture was diluted with water and extracted with EtOAc. The combined organic layers were washed with brine, dried with anhydrous Na2SO4, and rotary evaporated to give a pale yellow solid. The pale yellow solid was triturated at room temperature with 10% EtOAc/Hexane and then only hexane to afford (6-methoxy-3-oxo-1,3-dihydro-2-benzofuran-... Reactants: CC(C)(C)OC(=O)NCCN, CSc1nnc(C#N)c(N2CCc3ccccc3CC2)n1, C1COCCO1. The product is CC(C)(C)OC(=O)NCCNc1nnc(C#N)c(N2CCc3ccccc3CC2)n1. Reaction SMILES: [C:22]([CH3:23])([CH3:24])([CH3:25])[O:26][C:27]([NH:28][CH2:29][CH2:30][NH2:31])=[O:32].[CH3:1][S:2][c:3]1[n:4][n:5][c:6]([C:20]#[N:21])[c:7]([N:9]2[CH2:10][CH2:11][c:12]3[c:13]([cH:16][cH:17][cH:18][cH:19]3)[CH2:14][CH2:15]2)[n:8]1.[O:33]1[CH2:34][CH2:35][O:36][CH2:37][CH2:38]1>>[c:3]1([NH:31][CH2:30][CH2:29][NH:28][C:27]([O:26][C:22]([CH3:23])([CH3:24])[CH3:25])=[O:32])[n:4][n:5][c:6]([C:20]#[N:21])[c:7]([N:9]2[CH2:10][CH2:11][c:12]3[c:13]([cH:16][cH:17][cH:18][cH:19]3)[CH2:14][CH2:15]2)[n:8]1. RXN SMILES: C([O:3][C:4](=[O:31])[CH2:5][S:6][C:7]1[S:11][C:10]([NH:12][C:13]([N:15]([CH2:24][CH:25]2C[CH2:29][CH2:28][CH2:27][CH2:26]2)[C:16]2[CH:21]=[CH:20][C:19]([O:22][CH3:23])=[CH:18][CH:17]=2)=[O:14])=[N:9][CH:8]=1)C.C1(CN(C2C=CC(S(C)(=O)=O)=CC=2)C(=O)NC2SC=C(CC(O)=O)N=2)CCCC1.CN(CC1CCCCC1)C1C=CC(OC)=CC=1.C(OC(=O)CSC1SC(N)=NC=1)C>>[CH:25]1([CH2:24][N:15]([C:16]2[CH:17]=[CH:18][C:19]([O:22][CH3:23])=[CH:20][CH:21]=2)[C:13](=[O:14])[NH:12][C:10]2[S:11][C:7]([S:6][CH2:5][C:4]([OH:3])=[O:31])=[CH:8][N:9]=2)[CH2:26][CH2:27][CH2:28][CH2:29]1. The product is C1(CCCC1)CN(C(NC=1SC(=CN1)SCC(=O)O)=O)C1=CC=C(C=C1)OC ({2-[3-Cyclopentylmethyl-3-(4-methoxy-phenyl)-ureido]-thiazol-5-ylsulfanyl}-acetic acid). Reported procedure: The title compound was prepared via {2-[3-(cyclohexylmethyl)-3-(4-methoxy-phenyl)-ureido]-thiazol-5-ylsulfanyl}-acetic acid ethyl ester in a similar manner as described for the synthesis of {2-[3-cyclopentylmethyl-3-(4-methanesulfonyl-phenyl)-ureido]-thiazol-4-yl}-acetic acid, using (methyl-cyclohexylmethyl-(4-methoxy-phenyl)-amine and (2-amino-thiazol-5-ylsulfanyl)acetic acid ethyl ester. Starting materials: C(C)OC(CSC1=CN=C(S1)NC(=O)N(C1=CC=C(C=C1)OC)CC1CCCCC1)=O ({2-[3-(cyclohexylmethyl)-3-(4-methoxy-phenyl)-ureido]-thiazol-5-ylsulfanyl}-acetic acid ethyl ester), C(C)OC(CSC1=CN=C(S1)N)=O ((2-amino-thiazol-5-ylsulfanyl)acetic acid ethyl ester), C1(CCCC1)CN(C(NC=1SC=C(N1)CC(=O)O)=O)C1=CC=C(C=C1)S(=O)(=O)C ({2-[3-cyclopentylmethyl-3-(4-methanesulfonyl-phenyl)-ureido]-thiazol-4-yl}-acetic acid), CN(C1=CC=C(C=C1)OC)CC1CCCCC1 (methyl-cyclohexylmethyl-(4-methoxy-phenyl)-amine). Starting materials: Cl (hydrochloric acid), COC1=NC(=NC(=C1)OC)N(C=O)C1=C(C(=O)OC)C(=CC=C1)C(C)=NOC (methyl 2-[(4,6-dimethoxypyrimidin-2-yl)-N-formylamino]-6-[1-(N-methoxyimino)ethyl]benzoate), ice water. Run in CO (methanol). Product: COC1=NC(=NC(=C1)OC)NC1=C(C(=O)OC)C(=CC=C1)C(C)=NOC (methyl 2-[(4,6-dimethoxypyrimidin-2-yl)amino]-6-[1-(N-methoxyimino)ethyl]benzoate). Yield: 70.0%. Reaction SMILES: Cl.[CH3:2][O:3][C:4]1[CH:9]=[C:8]([O:10][CH3:11])[N:7]=[C:6]([N:12]([C:15]2[CH:24]=[CH:23][CH:22]=[C:21]([C:25](=[N:27][O:28][CH3:29])[CH3:26])[C:16]=2[C:17]([O:19][CH3:20])=[O:18])C=O)[N:5]=1>CO>[CH3:2][O:3][C:4]1[CH:9]=[C:8]([O:10][CH3:11])[N:7]=[C:6]([NH:12][C:15]2[CH:24]=[CH:23][CH:22]=[C:21]([C:25](=[N:27][O:28][CH3:29])[CH3:26])[C:16]=2[C:17]([O:19][CH3:20])=[O:18])[N:5]=1. Procedure: 1 ml of concentrated hydrochloric acid was added to a solution of 1.34 g of methyl 2-[(4,6-dimethoxypyrimidin-2-yl)-N-formylamino]-6-[1-(N-methoxyimino)ethyl]benzoate in 50 ml of methanol, and the mixture was allowed to stand at room temperature for one night. The reaction liquor was poured into an ice water, and was extracted with ethyl acetate. The organic layer thus formed was washed with sodium hydrogencarbonate aqueous solution and water in sequence, and was dried and concentrated. The resi... Reactants: O=C([O-])O, C=CCC1(NCc2ccc(OC)cc2)CCC2(CC1)OCCO2, CC(C)=O, ClCCl, Cl, [Na+], O. Yields the product C=CCC1(NCc2ccc(OC)cc2)CCC(=O)CC1. Reaction SMILES: [C:25](=[O:26])([O-:27])[OH:28].[CH2:2]([CH:3]=[CH2:4])[C:5]1([NH:15][CH2:16][c:17]2[cH:18][cH:19][c:20]([O:23][CH3:24])[cH:21][cH:22]2)[CH2:6][CH2:7][C:8]2([O:9][CH2:12][CH2:11][O:10]2)[CH2:13][CH2:14]1.[CH3:33][C:34](=[O:35])[CH3:36].[Cl:30][CH2:31][Cl:32].[ClH:1].[Na+:29].[OH2:37]>>[CH2:2]([CH:3]=[CH2:4])[C:5]1([NH:15][CH2:16][c:17]2[cH:18][cH:19][c:20]([O:23][CH3:24])[cH:21][cH:22]2)[CH2:6][CH2:7][C:8](=[O:9])[CH2:13][CH2:14]1. The reactants are [BH4-], CO, O=Cc1cc(O)ccc1F, [Na+]. Yields the product OCc1cc(O)ccc1F. RXN SMILES: [BH4-:11].[CH3:13][OH:14].[F:1][c:2]1[c:3]([CH:4]=[O:5])[cH:6][c:7]([OH:10])[cH:8][cH:9]1.[Na+:12]>>[F:1][c:2]1[c:3]([CH2:4][OH:5])[cH:6][c:7]([OH:10])[cH:8][cH:9]1. Starting materials: C1CCOC1 (THF), ClC1=CC(=NC(=C1)Cl)C=1SC=CN1 (2-(4,6-dichloropyridin-2-yl)thiazole), CN1CC(OB(OC(C1)=O)C=1C=NC=CC1)=O (6-Methyl-2-(3-pyridinyl)-1,3,6,2-dioxazaborocane-4,8-dione), [O-]P(=O)([O-])[O-].[K+].[K+].[K+] (K3PO4). Reagents/catalysts: C1=CC=C(C=C1)P([C-]2C=CC=C2)C3=CC=CC=C3.C1=CC=C(C=C1)P([C-]2C=CC=C2)C3=CC=CC=C3.Cl[Pd]Cl.[Fe+2] (Pd(dppf)Cl2). The solvent is CCOC(=O)C (EtOAc), CCOC(=O)C (EtOAc), O (water), O (water), CCOC(=O)C (EtOAc), hexanes. Reaction conditions: time 3 hour. Product: ClC1=CC(=NC(=C1)C=1SC=CN1)C=1C=NC=CC1 (2-(4-chloro-[2,3′-bipyridin]-6-yl)thiazole). Yield: 54.1%. Reaction SMILES: [Cl:1][C:2]1[CH:7]=[C:6](Cl)[N:5]=[C:4]([C:9]2[S:10][CH:11]=[CH:12][N:13]=2)[CH:3]=1.CN1CC(=O)OB([C:24]2[CH:25]=[N:26][CH:27]=[CH:28][CH:29]=2)OC(=O)C1.[O-]P([O-])([O-])=O.[K+].[K+].[K+].C1COCC1>CCOC(C)=O.C1C=CC(P(C2C=CC=CC=2)[C-]2C=CC=C2)=CC=1.C1C=CC(P(C2C=CC=CC=2)[C-]2C=CC=C2)=CC=1.Cl[Pd]Cl.[Fe+2].O>[Cl:1][C:2]1[CH:3]=[C:4]([C:9]2[S:10][CH:11]=[CH:12][N:13]=2)[N:5]=[C:6]([C:24]2[CH:25]=[N:26][CH:27]=[CH:28][CH:29]=2)[CH:7]=1 |f:2.3.4.5,8.9.10.11|. Procedure details: To a 2 dram vial equipped with a stir bar was added 2-(4,6-dichloropyridin-2-yl)thiazole (50 mg, 0.216 mmol), 6-Methyl-2-(3-pyridinyl)-1,3,6,2-dioxazaborocane-4,8-dione (“3-Pyridineboronic acid MIDA ester”, 50.6 mg, 0.216 mmol), Pd(dppf)Cl2 (8 mg, 11 μmol) and K3PO4 (344 mg, 1.62 mmol). The vial was capped with a septum screwcap and then placed under N2 atmosphere. To the vial was added THF (1.00 mL) and water (0.20 mL). The mixture was placed in a 60° C. with stirring for 3 h. The reaction mixt... The reactants are C1COCCO1, COc1ccc(P2(=S)SP(=S)(c3ccc(OC)cc3)S2)cc1, O=C1NC(=O)C2(CC(c3ccccc3)Oc3ccccc32)N1. The product is O=C1NC(=S)NC12CC(c1ccccc1)Oc1ccccc12. RXN SMILES: [CH2:45]1[O:46][CH2:47][CH2:48][O:49][CH2:50]1.[CH3:23][O:24][c:25]1[cH:26][cH:27][c:28]([P:29]2(=[S:32])[S:30][P:31]([c:33]3[cH:34][cH:35][c:36]([O:37][CH3:38])[cH:39][cH:40]3)(=[S:41])[S:42]2)[cH:43][cH:44]1.[c:1]1([CH:7]2[O:8][c:9]3[cH:10][cH:11][cH:12][cH:13][c:14]3[C:15]3([CH2:16]2)[NH:17][C:18](=[O:22])[NH:19][C:20]3=[O:21])[cH:2][cH:3][cH:4][cH:5][cH:6]1>>[c:1]1([CH:7]2[O:8][c:9]3[cH:10][cH:11][cH:12][cH:13][c:14]3[C:15]3([CH2:16]2)[NH:17][C:18](=[S:32])[NH:19][C:20]3=[O:21])[cH:2][cH:3][cH:4][cH:5][cH:6]1.